This data is from the Open Reaction Database (ORD), a public repository of structured organic reaction records. The task is: describe an organic reaction: reactants, conditions, products, and yield The reactants are O=O (oxygen), ON1C(C=2C(C1=O)=CC=CC2)=O (N-hydroxyphthalimide), Co(AA)3, C(C)(=O)O (acetic acid). Run in CC=1C=CC(=CC1)C (p-xylene), CC=1C=CC(=CC1)C (p-xylene). Yields the product C(C1=CC=C(C(=O)O)C=C1)(=O)O (terephthalic acid), CC1=CC=C(C(=O)O)C=C1 (p-methylbenzoic acid). Isolated yield 24.0%. RXN SMILES: ON1[C:6](=[O:7])[C:5]2=[CH:8][CH:9]=[CH:10][CH:11]=[C:4]2[C:3]1=O.[C:13]([OH:16])(=[O:15])[CH3:14].[O:17]=O>CC1C=CC(C)=CC=1>[C:6]([OH:7])(=[O:17])[C:5]1[CH:4]=[CH:11][C:10]([C:13]([OH:16])=[O:15])=[CH:9][CH:8]=1.[CH3:3][C:4]1[CH:5]=[CH:6][C:14]([C:13]([OH:16])=[O:15])=[CH:10][CH:11]=1. Procedure details: A mixture of 1.06 grams (10 millimoles) of p-xylene, 0.32 gram (2 millimoles) of N-hydroxyphthalimide, 0.018 gram (0.05 millimole) of acetylacetonatocobalt(III) Co(AA)3 and 25 milliliters of acetic acid was stirred in an oxygen atmosphere at a temperature of 100° C. for 12 hours. As a result, p-xylene was transformed into terephthalic acid (yield 71%) and p-methylbenzoic acid (yield 24%) with a transformation rate of 99%.